From a dataset of the Open Reaction Database (ORD), a public repository of structured organic reaction records. describe an organic reaction: reactants, conditions, products, and yield RXN SMILES: [C:1]([CH3:2])(=[O:3])[O:4][CH:5]([C:6](=[O:7])[N:8]1[CH2:9][CH2:10][CH:11]([CH2:14][CH2:15][n:16]2[c:17]3[n:18][cH:19][n:20][c:21]([NH2:26])[c:22]3[n:23][c:24]2[Br:25])[CH2:12][CH2:13]1)[CH3:27].[Cl:28][c:29]1[cH:30][cH:31][cH:32][c:33]2[n:34][c:35]([SH:38])[s:36][c:37]12>>[C:1]([CH3:2])(=[O:3])[O:4][CH:5]([C:6](=[O:7])[N:8]1[CH2:9][CH2:10][CH:11]([CH2:14][CH2:15][n:16]2[c:17]3[n:18][cH:19][n:20][c:21]([NH2:26])[c:22]3[n:23][c:24]2[S:38][c:35]2[n:34][c:33]3[cH:32][cH:31][cH:30][c:29]([Cl:28])[c:37]3[s:36]2)[CH2:12][CH2:13]1)[CH3:27]. The reactants are CC(=O)OC(C)C(=O)N1CCC(CCn2c(Br)nc3c(N)ncnc32)CC1, Sc1nc2cccc(Cl)c2s1. Yields the product CC(=O)OC(C)C(=O)N1CCC(CCn2c(Sc3nc4cccc(Cl)c4s3)nc3c(N)ncnc32)CC1. RXN SMILES: [N:1]1[CH:6]=[CH:5][C:4]([CH2:7][CH2:8][NH:9][C:10]([C:12]2[S:16][C:15]([C:17]([O:19]C)=O)=[CH:14][CH:13]=2)=[O:11])=[CH:3][CH:2]=1.CO.O.[NH2:24][NH2:25]>O1CCCC1>[N:1]1[CH:6]=[CH:5][C:4]([CH2:7][CH2:8][NH:9][C:10]([C:12]2[S:16][C:15]([C:17]([NH:24][NH2:25])=[O:19])=[CH:14][CH:13]=2)=[O:11])=[CH:3][CH:2]=1 |f:2.3|. Reaction conditions: time 24 hour. The yield is 82.0%. Procedure details: Methyl 5-[2-(pyridin-4-yl)ethylcarbamoyl]thiophene-2-carboxylate (0.40 g, 1.4 mmol) was suspended in a liquid mixture of methanol (4.0 mL) and tetrahydrofuran (2.0 mL) and left at 55° C. until conversion to a homogeneous amber solution was confirmed. After addition of 80% hydrazine monohydrate (0.17 mL, 2.8 mmol), it was left at 55° C. for 24 hours. After addition of 80% hydrazine monohydrate (0.17 mL, 2.8 mmol), it was left at 55° C. for 4.5 hours and then at room temperature for 14 hours. The ... Solvent: O1CCCC1 (tetrahydrofuran). Starting materials: O.NN (hydrazine monohydrate), N1=CC=C(C=C1)CCNC(=O)C1=CC=C(S1)C(=O)OC (Methyl 5-[2-(pyridin-4-yl)ethylcarbamoyl]thiophene-2-carboxylate), CO (methanol), O.NN (hydrazine monohydrate). The product is N1=CC=C(C=C1)CCNC(=O)C=1SC(=CC1)C(=O)NN (5-hydrazinocarbonylthiophene-2-carboxylic acid (2-pyridin-4-yl)ethylamide). Starting materials: CC(C)(C)OC(=O)NCCCBr, CN(C)C=O, CCN(C(C)C)C(C)C, Clc1ccc(CC2CNC2)cc1. Yields the product CC(C)(C)OC(=O)NCCCN1CC(Cc2ccc(Cl)cc2)C1. As a reaction SMILES: [C:13]([CH3:14])([CH3:15])([CH3:16])[O:17][C:18]([NH:19][CH2:20][CH2:21][CH2:22][Br:23])=[O:24].[CH3:34][N:35]([CH3:36])[CH:37]=[O:38].[CH:25]([N:26]([CH:27]([CH3:28])[CH3:29])[CH2:30][CH3:31])([CH3:32])[CH3:33].[Cl:1][c:2]1[cH:3][cH:4][c:5]([CH2:6][CH:7]2[CH2:8][NH:9][CH2:10]2)[cH:11][cH:12]1>>[Cl:1][c:2]1[cH:3][cH:4][c:5]([CH2:6][CH:7]2[CH2:8][N:9]([CH2:22][CH2:21][CH2:20][NH:19][C:18]([O:17][C:13]([CH3:14])([CH3:15])[CH3:16])=[O:24])[CH2:10]2)[cH:11][cH:12]1. Starting materials: Cc1cc(C)c(CNC(=O)c2cc(Br)cc3c2ccn3C(C)C)c(=O)[nH]1, C1COCCO1, CN1CCN(c2ccc(B3OC(C)(C)C(C)(C)O3)cn2)CC1, CCOC(C)=O, CO, ClC(Cl)Cl, ClCCl, [K+], [K+], [K+], N#N, O, O=P([O-])([O-])[O-]. Yields the product Cc1cc(C)c(CNC(=O)c2cc(-c3ccc(N4CCN(C)CC4)nc3)cc3c2ccn3C(C)C)c(=O)[nH]1. RXN SMILES: [Br:1][c:2]1[cH:3][c:4]([C:14](=[O:15])[NH:16][CH2:17][c:18]2[c:19](=[O:26])[nH:20][c:21]([CH3:25])[cH:22][c:23]2[CH3:24])[c:5]2[cH:6][cH:7][n:8]([CH:11]([CH3:12])[CH3:13])[c:9]2[cH:10]1.[CH2:59]1[O:60][CH2:61][CH2:62][O:63][CH2:64]1.[CH3:27][N:28]1[CH2:29][CH2:30][N:31]([c:34]2[n:35][cH:36][c:37]([B:40]3[O:41][C:42]([CH3:43])([CH3:44])[C:45]([CH3:46])([CH3:47])[O:48]3)[cH:38][cH:39]2)[CH2:32][CH2:33]1.[CH3:66][CH2:67][O:68][C:69]([CH3:70])=[O:71].[CH3:72][OH:73].[CH:74]([Cl:75])([Cl:76])[Cl:77].[Cl:78][CH2:79][Cl:80].[K+:54].[K+:55].[K+:56].[N:57]#[N:58].[OH2:65].[P:49]([O-:50])([O-:51])([O-:52])=[O:53]>>[c:2]1(-[c:37]2[cH:36][n:35][c:34]([N:31]3[CH2:30][CH2:29][N:28]([CH3:27])[CH2:33][CH2:32]3)[cH:39][cH:38]2)[cH:3][c:4]([C:14](=[O:15])[NH:16][CH2:17][c:18]2[c:19](=[O:26])[nH:20][c:21]([CH3:25])[cH:22][c:23]2[CH3:24])[c:5]2[cH:6][cH:7][n:8]([CH:11]([CH3:12])[CH3:13])[c:9]2[cH:10]1. Starting materials: COCCOC1=CC=C2C=CC(=NC2=C1)C (7-(2-methoxyethoxy)-2-methylquinoline), [Se](=O)=O (selenium dioxide), resultant mixture. Run in O1CCOCC1 (dioxane), O (water). Yields the product COCCOC1=CC=C2C=CC(=NC2=C1)C=O (7-(2-methoxyethoxy)quinoline-2-carbaldehyde). Isolated yield 68.3%. RXN SMILES: [CH3:1][O:2][CH2:3][CH2:4][O:5][C:6]1[CH:15]=[C:14]2[C:9]([CH:10]=[CH:11][C:12]([CH3:16])=[N:13]2)=[CH:8][CH:7]=1.[Se](=O)=[O:18]>O1CCOCC1.O>[CH3:1][O:2][CH2:3][CH2:4][O:5][C:6]1[CH:15]=[C:14]2[C:9]([CH:10]=[CH:11][C:12]([CH:16]=[O:18])=[N:13]2)=[CH:8][CH:7]=1. Procedure details: To a solution of 7-(2-methoxyethoxy)-2-methylquinoline (0.16 g, 0.76 mmol) in dioxane (15 mL) and water (0.15 mL) was added selenium dioxide (0.10 g, 0.91 mmol) and the resultant mixture heated at reflux for 2 hours. The cooled reaction mixture was filtered through a plug of Celite® to remove solids, rinsing with dichloromethane. The filtrate was concentrated under reduced pressure and purified by normal phase chromatography on silica gel (10-20% ethyl acetate/hexanes) to afford the title compou...